From a dataset of the Open Reaction Database (ORD), a public repository of structured organic reaction records. describe an organic reaction: reactants, conditions, products, and yield Reactants: OCC1(CSSC1)COC (4-Hydroxymethyl-4-methoxymethyl-1,2-dithiacyclopentane), [H-].[Na+] (sodium hydride), Cl (Hydrochloric acid), S1(=O)(=O)OCCO1 (Ethylene sulfate). The solvent is C1CCOC1 (THF), C1CCOC1 (THF). Run at time 30 minute. Yields the product OCCOCC1(CSSC1)COC (4-(2-hydroxyethoxy)methyl-4-methoxymethyl-1,2-dithiacyclopentane). The yield is 53.7%. RXN SMILES: O[CH2:2][C:3]1([CH2:8][O:9][CH3:10])[CH2:7][S:6][S:5][CH2:4]1.[H-].[Na+].S1([O:19][CH2:18][CH2:17][O:16]1)(=O)=O.Cl>C1COCC1>[OH:16][CH2:17][CH2:18][O:19][CH2:2][C:3]1([CH2:8][O:9][CH3:10])[CH2:7][S:6][S:5][CH2:4]1 |f:1.2|. Procedure details: A solution of 4-Hydroxymethyl-4-methoxymethyl-1,2-dithiacyclopentane (0.1 g) in THF (20 ml) was added to a suspension of sodium hydride (0.03 g) in THF (20 ml) and the mixture was stirred at room temperature for 30 min. Ethylene sulfate (0.14 g) was added and the resulting mixture stirred at room temperature for 48 h. Hydrochloric acid (3M, 5 ml) was added, and the aqueous layer extracted with ethyl acetate (5×20 ml). The organic layers were combined and washed with water (50 ml) and dried (Na2S... Starting materials: ClC=1C=C(C#N)C=C(C1N1N=C2C(C(=NC=C2Cl)Cl)=C1)Cl (3,5-dichloro-4-(4,7-dichloropyrazolo[4,3-c]pyridin-2-yl)benzonitrile), CC1=CC(=NC=N1)N (6-methylpyrimidin-4-ylamine), CC1(C2=C(C(=CC=C2)P(C3=CC=CC=C3)C4=CC=CC=C4)OC5=C(C=CC=C51)P(C6=CC=CC=C6)C7=CC=CC=C7)C (Xantphos), C([O-])([O-])=O.[Cs+].[Cs+] (cesium carbonate). The reagents and catalysts are C=1C=CC(=CC1)/C=C/C(=O)/C=C/C2=CC=CC=C2.C=1C=CC(=CC1)/C=C/C(=O)/C=C/C2=CC=CC=C2.C=1C=CC(=CC1)/C=C/C(=O)/C=C/C2=CC=CC=C2.[Pd].[Pd] (Pd2(dba)3). The solvent is O1CCOCC1 (dioxane). Product: ClC=1C=C(C#N)C=C(C1N1N=C2C(C(=NC=C2Cl)NC2=NC=NC(=C2)C)=C1)Cl (3,5-Dichloro-4-[7-chloro-4-(6-methylpyrimidin-4-ylamino)pyrazolo[4,3-c]pyridin-2-yl]benzonitrile). The yield is 43.0%. Reaction SMILES: [Cl:1][C:2]1[CH:3]=[C:4]([CH:7]=[C:8]([Cl:21])[C:9]=1[N:10]1[CH:20]=[C:13]2[C:14](Cl)=[N:15][CH:16]=[C:17]([Cl:18])[C:12]2=[N:11]1)[C:5]#[N:6].[CH3:22][C:23]1[N:28]=[CH:27][N:26]=[C:25]([NH2:29])[CH:24]=1.CC1(C)C2C(=C(P(C3C=CC=CC=3)C3C=CC=CC=3)C=CC=2)OC2C(P(C3C=CC=CC=3)C3C=CC=CC=3)=CC=CC1=2.C(=O)([O-])[O-].[Cs+].[Cs+]>O1CCOCC1.C1C=CC(/C=C/C(/C=C/C2C=CC=CC=2)=O)=CC=1.C1C=CC(/C=C/C(/C=C/C2C=CC=CC=2)=O)=CC=1.C1C=CC(/C=C/C(/C=C/C2C=CC=CC=2)=O)=CC=1.[Pd].[Pd]>[Cl:1][C:2]1[CH:3]=[C:4]([CH:7]=[C:8]([Cl:21])[C:9]=1[N:10]1[CH:20]=[C:13]2[C:14]([NH:29][C:25]3[CH:24]=[C:23]([CH3:22])[N:28]=[CH:27][N:26]=3)=[N:15][CH:16]=[C:17]([Cl:18])[C:12]2=[N:11]1)[C:5]#[N:6] |f:3.4.5,7.8.9.10.11|. Procedure: A suspension of 3,5-dichloro-4-(4,7-dichloropyrazolo[4,3-c]pyridin-2-yl)benzonitrile (70 mg, 0.20 mmol), 6-methylpyrimidin-4-ylamine (23 mg, 0.22 mmol), Pd2(dba)3 (9 mg, 0.01 mmol), Xantphos (12 mg, 0.02 mmol) and cesium carbonate (130 mg, 0.40 mmol) in dioxane (3 mL) was sealed in a microwave vial, purged with nitrogen and irradiated at 150° C. for 30 minutes in the microwave. The reaction mixture was cooled and partitioned between ethyl acetate and water. The organic layer was dried over anhyd... Starting materials: CN(C=CC(=O)C=1C=C(C=CC1)NC(C)=O)C (N-[3-[3-(Dimethylamino)-1-oxo-2-propenyl]phenyl] acetamide), C(C)I (ethyl iodide), [OH-].[K+] (potassium hydroxide). Run in CN(C=O)C (dimethyl formamide). Conditions: time 6 hour. Product: CN(C=CC(=O)C=1C=C(C=CC1)N(C(C)=O)CC)C (N-[3-[3-(Dimethylamino)-1-oxo-2-propenyl]-phenyl]-N-ethyl acetamide). As a reaction SMILES: [OH-].[K+].[CH3:3][N:4]([CH3:19])[CH:5]=[CH:6][C:7]([C:9]1[CH:10]=[C:11]([NH:15][C:16](=[O:18])[CH3:17])[CH:12]=[CH:13][CH:14]=1)=[O:8].[CH2:20](I)[CH3:21]>CN(C)C=O>[CH3:19][N:4]([CH3:3])[CH:5]=[CH:6][C:7]([C:9]1[CH:10]=[C:11]([N:15]([CH2:20][CH3:21])[C:16](=[O:18])[CH3:17])[CH:12]=[CH:13][CH:14]=1)=[O:8] |f:0.1|. Procedure: 36.2 gm Powdered potassium hydroxide was added portion wise to a clear solution of a mixture of 100 gm N-[3-[3-(Dimethylamino)-1-oxo-2-propenyl]phenyl] acetamide and 70 ml ethyl iodide in 1000 ml of dimethyl formamide at 39°-42° C. over 60 min. the reaction mixture was stirred for 6 hrs. after completion, the reaction mixture was quenched in water and extracted in dichloromethane. The dichloromethane layer was washed with water, dried over sodium sulphate and concentrated to get oil, which upon ... Reactants: OC1(CC1)[C@@H](C(=O)N(C)C)NC1=NC(SC1)=O ((2S)-2-(1-hydroxycyclopropyl)-N,N-dimethyl-2-[(2-oxo-2,5-dihydro-1,3-thiazol-4-yl)amino]ethanamide), FC(C1=C(CN2CCC(CC2)C=O)C=CC(=C1)C(F)(F)F)(F)F (1-[2,4-bis(trifluoromethyl)benzyl]piperidine-4-carbaldehyde), C(C)(=O)[O-].[NH2+]1CCCCC1 (piperidinium acetate). Run in CC(C)O (2-propanol). Reaction conditions: temperature 60 celsius, time 8 hour. Product: FC(C1=C(CN2CCC(CC2)\C=C/2\C(=NC(S2)=O)N[C@H](C(=O)N(C)C)C2(CC2)O)C=CC(=C1)C(F)(F)F)(F)F ((2S)-2-{[(5Z)-5-({1-[2,4-bis(trifluoromethyl)benzyl]piperidin-4-yl}methylidene)-2-oxo-2,5-dihydro-1,3-thiazol-4-yl]amino}-2-(1-hydroxycyclopropyl)-N,N-dimethylethanamide). Yield: 34.5%. RXN SMILES: [OH:1][C:2]1([C@H:5]([NH:11][C:12]2[CH2:16][S:15][C:14](=[O:17])[N:13]=2)[C:6]([N:8]([CH3:10])[CH3:9])=[O:7])[CH2:4][CH2:3]1.[F:18][C:19]([F:40])([F:39])[C:20]1[CH:34]=[C:33]([C:35]([F:38])([F:37])[F:36])[CH:32]=[CH:31][C:21]=1[CH2:22][N:23]1[CH2:28][CH2:27][CH:26]([CH:29]=O)[CH2:25][CH2:24]1.C([O-])(=O)C.[NH2+]1CCCCC1>CC(O)C>[F:40][C:19]([F:18])([F:39])[C:20]1[CH:34]=[C:33]([C:35]([F:38])([F:37])[F:36])[CH:32]=[CH:31][C:21]=1[CH2:22][N:23]1[CH2:28][CH2:27][CH:26](/[CH:29]=[C:16]2/[C:12]([NH:11][C@@H:5]([C:2]3([OH:1])[CH2:3][CH2:4]3)[C:6]([N:8]([CH3:10])[CH3:9])=[O:7])=[N:13][C:14](=[O:17])[S:15]/2)[CH2:25][CH2:24]1 |f:2.3|. Procedure details: To a solution of (2S)-2-(1-hydroxycyclopropyl)-N,N-dimethyl-2-[(2-oxo-2,5-dihydro-1,3-thiazol-4-yl)amino]ethanamide (13 mg) and 1-[2,4-bis(trifluoromethyl)benzyl]piperidine-4-carbaldehyde (17 mg) in 2-propanol (1 mL) was added piperidinium acetate (7 mg) at room temperature. The reaction mixture was stirred at 60° C. overnight, and the solvent was evaporated under reduced pressure. The residue was purified by silica gel column chromatography (NH, methanol/ethyl acetate) to give the title compoun... Yields the product OC1(c2ccc(OC3CCCCO3)cc2)CCN(Cc2ccccc2)CC1. RXN SMILES: [Br:1][c:2]1[cH:3][cH:4][c:5]([O:6][CH:7]2[O:8][CH2:9][CH2:10][CH2:11][CH2:12]2)[cH:13][cH:14]1.[CH2:15]([Li:16])[CH2:17][CH2:18][CH3:19].[CH2:20]([c:21]1[cH:22][cH:23][cH:24][cH:25][cH:26]1)[N:27]1[CH2:28][CH2:29][C:30](=[O:33])[CH2:31][CH2:32]1.[CH2:36]1[O:37][CH2:38][CH2:39][CH2:40]1.[Cl-:34].[NH4+:35]>>[c:2]1([C:30]2([OH:33])[CH2:29][CH2:28][N:27]([CH2:20][c:21]3[cH:22][cH:23][cH:24][cH:25][cH:26]3)[CH2:32][CH2:31]2)[cH:3][cH:4][c:5]([O:6][CH:7]2[O:8][CH2:9][CH2:10][CH2:11][CH2:12]2)[cH:13][cH:14]1. The reactants are Brc1ccc(OC2CCCCO2)cc1, [Li]CCCC, O=C1CCN(Cc2ccccc2)CC1, C1CCOC1, [Cl-], [NH4+]. The reactants are BrC=1C=C(C=C(C1)C)CNC=1C(=C(OCC(=O)OC(C)C)C=CC1F)F (isopropyl 2-[3-[(3-bromo-5-methyl-phenyl)methylamino]-2,4-difluoro-phenoxy]acetate), FC=1C=C(C=CC1)B(O)O (3-fluorophenylboronic acid), C(=O)([O-])[O-].[K+].[K+] (K2CO3). Reagents/catalysts: C1=CC=C(C=C1)P([C-]2C=CC=C2)C3=CC=CC=C3.C1=CC=C(C=C1)P([C-]2C=CC=C2)C3=CC=CC=C3.Cl[Pd]Cl.[Fe+2] (Pd(dppf)Cl2). Solvent: C(C)#N (acetonitrile). The product is FC1=C(OCC(=O)OC(C)C)C=CC(=C1NCC1=CC(=CC(=C1)C)C1=CC(=CC=C1)F)F (Isopropyl 2-[2,4-difluoro-3-[[3-(3-fluorophenyl)-5-methyl-phenyl]methylamino]phenoxy]acetate). Isolated yield 78.9%. Reaction SMILES: Br[C:2]1[CH:3]=[C:4]([CH2:9][NH:10][C:11]2[C:12]([F:26])=[C:13]([CH:22]=[CH:23][C:24]=2[F:25])[O:14][CH2:15][C:16]([O:18][CH:19]([CH3:21])[CH3:20])=[O:17])[CH:5]=[C:6]([CH3:8])[CH:7]=1.[F:27][C:28]1[CH:29]=[C:30](B(O)O)[CH:31]=[CH:32][CH:33]=1.C([O-])([O-])=O.[K+].[K+]>C(#N)C.C1C=CC(P(C2C=CC=CC=2)[C-]2C=CC=C2)=CC=1.C1C=CC(P(C2C=CC=CC=2)[C-]2C=CC=C2)=CC=1.Cl[Pd]Cl.[Fe+2]>[F:26][C:12]1[C:11]([NH:10][CH2:9][C:4]2[CH:5]=[C:6]([CH3:8])[CH:7]=[C:2]([C:32]3[CH:31]=[CH:30][CH:29]=[C:28]([F:27])[CH:33]=3)[CH:3]=2)=[C:24]([F:25])[CH:23]=[CH:22][C:13]=1[O:14][CH2:15][C:16]([O:18][CH:19]([CH3:21])[CH3:20])=[O:17] |f:2.3.4,6.7.8.9|. Reported procedure: To a solution of isopropyl 2-[3-[(3-bromo-5-methyl-phenyl)methylamino]-2,4-difluoro-phenoxy]acetate (176 mg, 0.4 mmol, 1.0 eq) in acetonitrile (15 mL) was added 3-fluorophenylboronic acid (86 mg, 0.61 mmol, 1.5 eq), K2CO3 (142 mg, 1.03 mmol, 2.5 eq) and Pd(dppf)Cl2 (15 mg, 0.02 mmol, 0.05 eq). The mixture was heated at reflux overnight then the solvent was removed in vacuo. The residue was diluted with CH2Cl2, washed with water, dried (MgSO4), filtered and evaporated in vacuo. The residue was pu...